This data is from the Open Reaction Database (ORD), a public repository of structured organic reaction records. The task is: describe an organic reaction: reactants, conditions, products, and yield The reactants are C(=O)(O)C1=[N+](C=CC(=C1)[N+](=O)[O-])[O-] (2-carboxy-4-nitropyridine N-oxide). Reagents/catalysts: [Pd] (Pd/C). The solvent is C(C)(=O)O (acetic acid). Run at time 2 hour. Yields the product C(=O)(O)C1=NC=CC(=C1)N (2-carboxy-4-aminopyridine). RXN SMILES: [C:1]([C:4]1[CH:9]=[C:8]([N+:10]([O-])=O)[CH:7]=[CH:6][N+:5]=1[O-])([OH:3])=[O:2]>C(O)(=O)C.[Pd]>[C:1]([C:4]1[CH:9]=[C:8]([NH2:10])[CH:7]=[CH:6][N:5]=1)([OH:3])=[O:2]. Procedure: A solution of 2-carboxy-4-nitropyridine N-oxide (0.5 g, 27 mmol) (E. Prafft et al., J. Prakt. Chem. 1961, 13, 58) in acetic acid (20 ml) was hydrogenated under pressure (70 psi) in the presence of Pd/C. (10%) (0.25 g) at ambient temperature for 2 hours. The catalyst was removed by filtration, and the filtrate evaporated to give 2-carboxy-4-aminopyridine as an off-white solid which was dried in a dessicator (300 mg, 80%). The reactants are CC(=O)Nc1nc(C)c(-c2csc(C(=O)Cl)n2)s1, COCCOC. Product: CC(=O)Nc1nc(C)c(-c2csc(CO)n2)s1. RXN SMILES: [C:1]([CH3:2])(=[O:3])[NH:4][c:5]1[s:6][c:7](-[c:11]2[n:12][c:13]([C:16](=[O:17])[Cl:18])[s:14][cH:15]2)[c:8]([CH3:10])[n:9]1.[CH3:19][O:20][CH2:21][CH2:22][O:23][CH3:24]>>[C:1]([CH3:2])(=[O:3])[NH:4][c:5]1[s:6][c:7](-[c:11]2[n:12][c:13]([CH2:16][OH:17])[s:14][cH:15]2)[c:8]([CH3:10])[n:9]1. The reactants are C(C)OC(=O)C1=C(N(C=C1)C(C)C)C(C1=C(C=C(C=C1)Cl)C)NC1=C(C(=CC=C1)Cl)F (2-[(3-chloro-2-fluoro-phenylamino)-(4-chloro-2-methyl-phenyl)-methyl]-1-isopropyl-1H-pyrrole-3-carboxylic acid ethyl ester), [Li+].[OH-] (LiOH). Solvent: O1CCOCC1 (dioxane). Conditions: temperature 100 celsius. Yields the product ClC=1C(=C(C=CC1)NC(C=1N(C=CC1C(=O)O)C(C)C)C1=C(C=C(C=C1)Cl)C)F (2-[(3-Chloro-2-fluoro-phenylamino)-(4-chloro-2-methyl-phenyl)-methyl]-1-isopropyl-1H-pyrrole-3-carboxylic acid). RXN SMILES: C([O:3][C:4]([C:6]1[CH:10]=[CH:9][N:8]([CH:11]([CH3:13])[CH3:12])[C:7]=1[CH:14]([NH:23][C:24]1[CH:29]=[CH:28][CH:27]=[C:26]([Cl:30])[C:25]=1[F:31])[C:15]1[CH:20]=[CH:19][C:18]([Cl:21])=[CH:17][C:16]=1[CH3:22])=[O:5])C.[Li+].[OH-]>O1CCOCC1>[Cl:30][C:26]1[C:25]([F:31])=[C:24]([NH:23][CH:14]([C:15]2[CH:20]=[CH:19][C:18]([Cl:21])=[CH:17][C:16]=2[CH3:22])[C:7]2[N:8]([CH:11]([CH3:13])[CH3:12])[CH:9]=[CH:10][C:6]=2[C:4]([OH:5])=[O:3])[CH:29]=[CH:28][CH:27]=1 |f:1.2|. Reported procedure: A mixture of 2-[(3-chloro-2-fluoro-phenylamino)-(4-chloro-2-methyl-phenyl)-methyl]-1-isopropyl-1H-pyrrole-3-carboxylic acid ethyl ester (Step A3) (2.154 mmol) and 1N aqueous LiOH (8.62 mmol) in dioxane (25 mL) was heated at 100° C. for 26 h. After cooling to rt, the reaction mixture was partitioned between EtOAc and 10% w/w aqueous citric acid. The aqueous phase was extracted with EtOAc (2×). The combined organic phases were dried (Na2SO4), filtered and concentrated to afford the title compound ...